This data is from the Open Reaction Database (ORD), a public repository of structured organic reaction records. The task is: describe an organic reaction: reactants, conditions, products, and yield Starting materials: FC1=CC=C2C(=C(C=NC2=C1)C(=O)OCC)O (ethyl 7-fluoro-4-hydroxy-3-quinolinecarboxylate). The solvent is [OH-].[Na+] (sodium hydroxide). Yields the product FC1=CC=C2C(=C(C=NC2=C1)C(=O)O)O (7-fluoro-4-hydroxy-3-quinolinecarboxylic acid). Isolated yield 92.2%. Reaction SMILES: [F:1][C:2]1[CH:11]=[C:10]2[C:5]([C:6]([OH:17])=[C:7]([C:12]([O:14]CC)=[O:13])[CH:8]=[N:9]2)=[CH:4][CH:3]=1>[OH-].[Na+]>[F:1][C:2]1[CH:11]=[C:10]2[C:5]([C:6]([OH:17])=[C:7]([C:12]([OH:14])=[O:13])[CH:8]=[N:9]2)=[CH:4][CH:3]=1 |f:1.2|. Procedure: A suspension of ethyl 7-fluoro-4-hydroxy-3-quinolinecarboxylate (65 g, 0.28 mol) in 10% sodium hydroxide (250 mL) was heated at reflux for 3 hours during which time a solution was obtained. The reaction mixture was allowed to cool to ambient temperature and then it was filtered through filter paper under vacuum. The filtrate was acidified with concentrated hydrochloric acid. The resulting precipitate was collected, washed with water and then dried to provide 53.5 g of 7-fluoro-4-hydroxy-3-quinol... The reactants are FC(C1=CC=C(OC2=CC=C(C=C2)O)C=C1)(F)F (4-(4-trifluoromethylphenoxy)phenol), BrC(CC(=O)OCC)C(C)Br (ethyl 3,4-dibromopentanoate), C([O-])([O-])=O.[K+].[K+] (potassium carbonate). Solvent: C(C)O (ethanol), C(C)O (ethanol). The product is FC(C1=CC=C(OC2=CC=C(OC(C=CC(=O)OCC)C)C=C2)C=C1)(F)F (ethyl 4-[4-(4-trifluoromethylphenoxy)phenoxy]-2-pentenoate). The yield is 82.0%. RXN SMILES: [F:1][C:2]([F:18])([F:17])[C:3]1[CH:16]=[CH:15][C:6]([O:7][C:8]2[CH:13]=[CH:12][C:11]([OH:14])=[CH:10][CH:9]=2)=[CH:5][CH:4]=1.Br[CH:20]([CH:27](Br)[CH3:28])[CH2:21][C:22]([O:24][CH2:25][CH3:26])=[O:23].C(=O)([O-])[O-].[K+].[K+]>C(O)C>[F:1][C:2]([F:17])([F:18])[C:3]1[CH:16]=[CH:15][C:6]([O:7][C:8]2[CH:9]=[CH:10][C:11]([O:14][CH:27]([CH3:28])[CH:20]=[CH:21][C:22]([O:24][CH2:25][CH3:26])=[O:23])=[CH:12][CH:13]=2)=[CH:5][CH:4]=1 |f:2.3.4|. Procedure details: In a reactor, 30 g of ethanol was charged and 12.7 g (0.05 mole) of 4-(4-trifluoromethylphenoxy)phenol, 15.8 g (0.055 mole) of ethyl 3,4-dibromopentanoate, 8.7 g (0.063 mole) of potassium carbonate were charged. They were refluxed for 6 hours to react them. After the reaction, ethanol was distilled off from the reaction mixture and then 50 ml of toluene was added to the resulting mixture, and resulting solution was washed with water and then, the organic phase was washed with 5% hydrochloric aci... The reactants are CC(C)O, [Cl-], Nc1nccc[n+]1CSc1ccccc1Br. Reaction SMILES: [CH3:18][CH:19]([OH:20])[CH3:21].[Cl-:1].[NH2:2][c:3]1[n+:4]([CH2:9][S:10][c:11]2[c:12]([Br:17])[cH:13][cH:14][cH:15][cH:16]2)[cH:5][cH:6][cH:7][n:8]1>>[NH:2]=[c:3]1[n:4]([CH2:9][S:10][c:11]2[c:12]([Br:17])[cH:13][cH:14][cH:15][cH:16]2)[cH:5][cH:6][cH:7][n:8]1. Yields the product N=c1ncccn1CSc1ccccc1Br.